This data is from the Open Reaction Database (ORD), a public repository of structured organic reaction records. The task is: describe an organic reaction: reactants, conditions, products, and yield Starting materials: C(=O)(O)[O-].[Na+] (NaHCO3), S1C=C(C=C1)CC(=O)OC (methyl 2-(thiophen-3-yl)acetate), BrCN1C(C=2C(C1=O)=CC=CC2)=O (N-(bromomethyl)phthalimide), [Li+].C[Si](C)(C)[N-][Si](C)(C)C (LiHMDS). Solvent: C1CCOC1 (THF). Conditions: temperature -78 celsius, time 30 minute. The product is O=C1N(C(C2=CC=CC=C12)=O)CC(C(=O)OC)C1=CSC=C1 (methyl 3-(1,3-dioxoisoindolin-2-yl)-2-(thiophen-3-yl)propanoate). As a reaction SMILES: [S:1]1[CH:5]=[CH:4][C:3]([CH2:6][C:7]([O:9][CH3:10])=[O:8])=[CH:2]1.[Li+].C[Si]([N-][Si](C)(C)C)(C)C.Br[CH2:22][N:23]1[C:27](=[O:28])[C:26]2=[CH:29][CH:30]=[CH:31][CH:32]=[C:25]2[C:24]1=[O:33].C([O-])(O)=O.[Na+]>C1COCC1>[O:33]=[C:24]1[C:25]2[C:26](=[CH:29][CH:30]=[CH:31][CH:32]=2)[C:27](=[O:28])[N:23]1[CH2:22][CH:6]([C:3]1[CH:4]=[CH:5][S:1][CH:2]=1)[C:7]([O:9][CH3:10])=[O:8] |f:1.2,4.5|. Procedure details: To pure methyl 2-(thiophen-3-yl)acetate (E41) in THF cooled to −78° C. was added LiHMDS, and the solution stirred at −78° C. for 30 min. Then N-(bromomethyl)phthalimide was added directly, and the solution was allowed to warm to 0° C. The mixture was poured into NaHCO3 (sat), extracted with EtOAc, dried (Na2SO4), filtered, and evaporated. Column chromatography (SiO2, 0-40% EtOAc/Hex) gave pure methyl 3-(1,3-dioxoisoindolin-2-yl)-2-(thiophen-3-yl)propanoate (E45). Starting materials: Cc1cc(C)c(-n2nc(C)c3c(Cl)cc(C)nc32)c(C)c1, CCC(N)CO, Oc1ccccc1. Product: Cc1cc(C)c(-n2nc(C)c3c(Oc4ccccc4)cc(C)nc32)c(C)c1. Reaction SMILES: [Cl:1][c:2]1[c:3]2[c:4]([n:5][c:6]([CH3:8])[cH:7]1)[n:9](-[c:13]1[c:14]([CH3:21])[cH:15][c:16]([CH3:20])[cH:17][c:18]1[CH3:19])[n:10][c:11]2[CH3:12].[NH2:22][CH:23]([CH2:24][CH3:25])[CH2:26][OH:27].[OH:28][c:29]1[cH:30][cH:31][cH:32][cH:33][cH:34]1>>[c:2]1([O:28][c:29]2[cH:30][cH:31][cH:32][cH:33][cH:34]2)[c:3]2[c:4]([n:5][c:6]([CH3:8])[cH:7]1)[n:9](-[c:13]1[c:14]([CH3:21])[cH:15][c:16]([CH3:20])[cH:17][c:18]1[CH3:19])[n:10][c:11]2[CH3:12].